This data is from the Open Reaction Database (ORD), a public repository of structured organic reaction records. The task is: describe an organic reaction: reactants, conditions, products, and yield Starting materials: C1CCOC1, CC(=O)O, O=CO, COC(=O)C1=Cc2cc(-c3ccc(N4CCOCC4)cc3)ccc2NCC1. Product: COC(=O)C1=Cc2cc(-c3ccc(N4CCOCC4)cc3)ccc2N(C=O)CC1. As a reaction SMILES: [CH2:35]1[O:36][CH2:37][CH2:38][CH2:39]1.[CH3:1][C:2]([OH:3])=[O:4].[CH:5]([OH:6])=[O:7].[O:8]1[CH2:9][CH2:10][N:11]([c:14]2[cH:15][cH:16][c:17](-[c:20]3[cH:21][cH:22][c:23]4[c:24]([cH:34]3)[CH:25]=[C:26]([C:30](=[O:31])[O:32][CH3:33])[CH2:27][CH2:28][NH:29]4)[cH:18][cH:19]2)[CH2:12][CH2:13]1>>[CH:2](=[O:3])[N:29]1[c:23]2[cH:22][cH:21][c:20](-[c:17]3[cH:16][cH:15][c:14]([N:11]4[CH2:10][CH2:9][O:8][CH2:13][CH2:12]4)[cH:19][cH:18]3)[cH:34][c:24]2[CH:25]=[C:26]([C:30](=[O:31])[O:32][CH3:33])[CH2:27][CH2:28]1. The reactants are C(C)(C)(C)OC(NCC=1SC=C(N1)C=1C=C2C(=NC=NC2=CC1)NC1=CC(=C(C=C1)OC=1C=NC(=CC1)C)C)=O ((4-{4-[3-Methyl-4-(6-methyl-pyridin-3-yloxy)-phenylamino]quinazolin-6-yl}-thiazol-2-ylmethyl)-carbamic acid ter-butyl ester), Cl (hydrochloric acid), C([O-])([O-])=O.[K+].[K+] (potassium carbonate). The solvent is O (water), CCOC(=O)C (EtOAc). Product: NCC=1SC=C(N1)C=1C=C2C(=NC=NC2=CC1)NC1=CC(=C(C=C1)OC=1C=NC(=CC1)C)C ([6-(2-Aminomethyl-thiazol-4-yl)-quinazolin-4-yl]-[3-methyl-4-(6-methyl-pyridin-3-yloxy)-phenyl]-amine). Isolated yield 67.9%. RXN SMILES: C(OC(=O)[NH:7][CH2:8][C:9]1[S:10][CH:11]=[C:12]([C:14]2[CH:15]=[C:16]3[C:21](=[CH:22][CH:23]=2)[N:20]=[CH:19][N:18]=[C:17]3[NH:24][C:25]2[CH:30]=[CH:29][C:28]([O:31][C:32]3[CH:33]=[N:34][C:35]([CH3:38])=[CH:36][CH:37]=3)=[C:27]([CH3:39])[CH:26]=2)[N:13]=1)(C)(C)C.Cl.C(=O)([O-])[O-].[K+].[K+]>CCOC(C)=O.O>[NH2:7][CH2:8][C:9]1[S:10][CH:11]=[C:12]([C:14]2[CH:15]=[C:16]3[C:21](=[CH:22][CH:23]=2)[N:20]=[CH:19][N:18]=[C:17]3[NH:24][C:25]2[CH:30]=[CH:29][C:28]([O:31][C:32]3[CH:33]=[N:34][C:35]([CH3:38])=[CH:36][CH:37]=3)=[C:27]([CH3:39])[CH:26]=2)[N:13]=1 |f:2.3.4|. Reported procedure: (4-{4-[3-Methyl-4-(6-methyl-pyridin-3-yloxy)-phenylamino]quinazolin-6-yl}-thiazol-2-ylmethyl)-carbamic acid ter-butyl ester (81 mg, 0.14 mmol) is treated with concentrated aqueous hydrochloric acid (0.5 ml) in EtOAc (6 ml). Reaction progress is followed by LC/MS. Upon reaction completion saturated aqueous potassium carbonate solution is added, the reaction mixture is diluted with water and thoroughly extracted with DCM and EtOAc. The combined organic extracts are dried (Na2SO4) and concentrated ... Starting materials: [Cl-].[NH4+] (ammonium chloride), [OH-].[Na+] (sodium hydroxide), CI (Methyl iodide), CSC(C(=O)OC)C1=CC=C(C=C1)N1C(C2=CC=CC=C2C1)=O (methyl α-methylthio[p-(1-oxo-2-isoindolinyl)phenyl]acetate). Solvent: CN(C=O)C (dimethylformamide). Yields the product CSC(C(=O)OC)(C)C1=CC=C(C=C1)N1C(C2=CC=CC=C2C1)=O (methyl α-methylthio-α-[p-(1-oxo-2-isoindolinyl)phenyl]propionate). As a reaction SMILES: [CH3:1][S:2][CH:3]([C:8]1[CH:13]=[CH:12][C:11]([N:14]2[CH2:22][C:21]3[C:16](=[CH:17][CH:18]=[CH:19][CH:20]=3)[C:15]2=[O:23])=[CH:10][CH:9]=1)[C:4]([O:6][CH3:7])=[O:5].[OH-].[Na+].[CH3:26]I.[Cl-].[NH4+]>CN(C)C=O>[CH3:1][S:2][C:3]([C:8]1[CH:9]=[CH:10][C:11]([N:14]2[CH2:22][C:21]3[C:16](=[CH:17][CH:18]=[CH:19][CH:20]=3)[C:15]2=[O:23])=[CH:12][CH:13]=1)([CH3:26])[C:4]([O:6][CH3:7])=[O:5] |f:1.2,4.5|. Procedure details: Anhydrous dimethylformamide (7 ml) was added to 256 mg of methyl α-methylthio[p-(1-oxo-2-isoindolinyl)phenyl]acetate. With ice cooling and stirring, 35 mg (65% content) of sodium hydroxide was added. The mixture was stirred for 10 minutes at room temperature and again cooled with ice. Methyl iodide (0.1 ml) was added, and the mixture was stirred for 5 minutes. Addition of an aqueous solution of ammonium chloride (100 mg/30 ml) resulted in the precipitation of colorless crystals. The crystals wer...